Task: describe an organic reaction: reactants, conditions, products, and yield. Dataset: the Open Reaction Database (ORD), a public repository of structured organic reaction records Starting materials: CCc1nc(OC)c(NC(=O)N2CCN(c3cc(OC)cc(OC)c3)CC2)cc1C(=O)O, CC(N)C(=O)Nc1cc(CO)cc(Nc2c3ccccc3nc3ccccc23)c1. Product: CCc1nc(OC)c(NC(=O)N2CCN(c3cc(OC)cc(OC)c3)CC2)cc1C(=O)NC(C)C(=O)Nc1cc(CO)cc(Nc2c3ccccc3nc3ccccc23)c1. RXN SMILES: [CH2:1]([CH3:2])[c:3]1[c:4]([C:5](=[O:6])[OH:7])[cH:8][c:9]([NH:14][C:15](=[O:16])[N:17]2[CH2:18][CH2:19][N:20]([c:23]3[cH:24][c:25]([O:31][CH3:32])[cH:26][c:27]([O:29][CH3:30])[cH:28]3)[CH2:21][CH2:22]2)[c:10]([O:12][CH3:13])[n:11]1.[cH:33]1[cH:34][cH:35][cH:36][c:37]2[n:38][c:39]3[cH:40][cH:41][cH:42][cH:43][c:44]3[c:45]([NH:47][c:48]3[cH:49][c:50]([NH:56][C:57]([CH:58]([CH3:59])[NH2:60])=[O:61])[cH:51][c:52]([CH2:54][OH:55])[cH:53]3)[c:46]12>>[CH2:1]([CH3:2])[c:3]1[c:4]([C:5](=[O:6])[NH:60][CH:58]([C:57]([NH:56][c:50]2[cH:49][c:48]([NH:47][c:45]3[c:44]4[c:39]([n:38][c:37]5[cH:36][cH:35][cH:34][cH:33][c:46]53)[cH:40][cH:41][cH:42][cH:43]4)[cH:53][c:52]([CH2:54][OH:55])[cH:51]2)=[O:61])[CH3:59])[cH:8][c:9]([NH:14][C:15](=[O:16])[N:17]2[CH2:18][CH2:19][N:20]([c:23]3[cH:24][c:25]([O:31][CH3:32])[cH:26][c:27]([O:29][CH3:30])[cH:28]3)[CH2:21][CH2:22]2)[c:10]([O:12][CH3:13])[n:11]1. The reactants are CC(=O)c1ccc2ncc(Cc3cc4cccnc4cc3F)n2n1, NNc1ccccc1. Yields the product CC(=NNc1ccccc1)c1ccc2ncc(Cc3cc4cccnc4cc3F)n2n1. RXN SMILES: [F:9][c:10]1[c:11]([CH2:20][c:21]2[cH:22][n:23][c:24]3[n:25]2[n:26][c:27]([C:30]([CH3:31])=[O:32])[cH:28][cH:29]3)[cH:12][c:13]2[cH:14][cH:15][cH:16][n:17][c:18]2[cH:19]1.[c:1]1([NH:7][NH2:8])[cH:2][cH:3][cH:4][cH:5][cH:6]1>>[c:1]1([NH:7][N:8]=[C:30]([c:27]2[n:26][n:25]3[c:21]([CH2:20][c:11]4[c:10]([F:9])[cH:19][c:18]5[c:13]([cH:12]4)[cH:14][cH:15][cH:16][n:17]5)[cH:22][n:23][c:24]3[cH:29][cH:28]2)[CH3:31])[cH:2][cH:3][cH:4][cH:5][cH:6]1. Yields the product c1cc2n(c1)Cc1ccsc1NC2. Starting materials: B, CSC, O=C1Nc2sccc2Cn2cccc21. Reaction SMILES: [B:18].[CH3:15][S:16][CH3:17].[O:1]=[C:2]1[c:3]2[n:4]([cH:12][cH:13][cH:14]2)[CH2:5][c:6]2[c:7]([s:9][cH:10][cH:11]2)[NH:8]1>>[CH2:2]1[c:3]2[n:4]([cH:12][cH:13][cH:14]2)[CH2:5][c:6]2[c:7]([s:9][cH:10][cH:11]2)[NH:8]1. Reactants: CS, CCO, O=[N+]([O-])c1c(F)cccc1F, [Na]. Product: CSc1cccc(F)c1[N+](=O)[O-]. Reaction SMILES: [CH3:12][SH:13].[CH3:15][CH2:16][OH:17].[F:1][c:2]1[c:3]([N+:9](=[O:10])[O-:11])[c:4]([F:8])[cH:5][cH:6][cH:7]1.[Na:14]>>[F:1][c:2]1[c:3]([N+:9](=[O:10])[O-:11])[c:4]([S:13][CH3:12])[cH:5][cH:6][cH:7]1. The reactants are COc1cc(C)nn1C, O=S(=O)(O)Cl, O=S(Cl)Cl. The product is COc1c(S(=O)(=O)Cl)c(C)nn1C. Reaction SMILES: [CH3:1][n:2]1[n:3][c:4]([CH3:9])[cH:5][c:6]1[O:7][CH3:8].[Cl:14][S:15](=[O:16])(=[O:17])[OH:18].[S:10]([Cl:11])([Cl:12])=[O:13]>>[CH3:1][n:2]1[n:3][c:4]([CH3:9])[c:5]([S:15]([Cl:14])(=[O:16])=[O:17])[c:6]1[O:7][CH3:8]. Reactants: CC(C)Oc1c(-c2ccccc2-c2ccc(CBr)cc2)c(=O)c1=O, CCCCc1nc(Cl)c(C(=O)OC)[nH]1, CN(C)C=O, [H-], [Na+]. Yields the product CCCCc1nc(Cl)c(C(=O)OC)n1Cc1ccc(-c2ccccc2-c2c(OC(C)C)c(=O)c2=O)cc1. Reaction SMILES: [Br:17][CH2:18][c:19]1[cH:20][cH:21][c:22](-[c:25]2[c:26](-[c:31]3[c:32](=[O:40])[c:33](=[O:39])[c:34]3[O:35][CH:36]([CH3:37])[CH3:38])[cH:27][cH:28][cH:29][cH:30]2)[cH:23][cH:24]1.[CH2:1]([CH2:2][CH2:3][CH3:4])[c:5]1[nH:6][c:7]([C:11](=[O:12])[O:13][CH3:14])[c:8]([Cl:10])[n:9]1.[CH3:41][N:42]([CH3:43])[CH:44]=[O:45].[H-:15].[Na+:16]>>[CH2:1]([CH2:2][CH2:3][CH3:4])[c:5]1[n:6]([CH2:18][c:19]2[cH:20][cH:21][c:22](-[c:25]3[c:26](-[c:31]4[c:32](=[O:40])[c:33](=[O:39])[c:34]4[O:35][CH:36]([CH3:37])[CH3:38])[cH:27][cH:28][cH:29][cH:30]3)[cH:23][cH:24]2)[c:7]([C:11](=[O:12])[O:13][CH3:14])[c:8]([Cl:10])[n:9]1.